The task is: describe an organic reaction: reactants, conditions, products, and yield. This data is from the Open Reaction Database (ORD), a public repository of structured organic reaction records. The reactants are NC12CC3(CC(CC(C1)C3)C2)NC(C2=CC=C(C=C2)OC)=O (N-(3-Amino-1-adamantyl)-4-methoxybenzamide), ClCC(=O)N1[C@@H](CC(C1)(F)F)C#N ((2S)-1-(chloroacetyl)-4,4-difluoro-pyrrolidine-2-carbonitrile), CCN(C(C)C)C(C)C (DIEA). Run in C(C)#N (acetonitrile). The product is O.Cl.Cl.C(#N)[C@H]1N(CC(C1)(F)F)C(CNC12CC3(CC(CC(C1)C3)C2)NC(C2=CC=C(C=C2)OC)=O)=O (N-(3-{[2-(2-cyano-(2S)-4,4-difluoropyrrolidin-1-yl)-2-oxoethyl]amino}-1-adamantyl)-4-methoxybenzamide dihydrochloride monohydrate). Reaction SMILES: [NH2:1][C:2]12[CH2:11][CH:6]3[CH2:7][CH:8]([CH2:10][C:4]([NH:12][C:13](=[O:22])[C:14]4[CH:19]=[CH:18][C:17]([O:20][CH3:21])=[CH:16][CH:15]=4)([CH2:5]3)[CH2:3]1)[CH2:9]2.[Cl:23][CH2:24][C:25]([N:27]1[CH2:31][C:30]([F:33])([F:32])[CH2:29][C@H:28]1[C:34]#[N:35])=[O:26].CCN(C(C)C)C(C)C>C(#N)C>[OH2:20].[ClH:23].[ClH:23].[C:34]([C@@H:28]1[CH2:29][C:30]([F:32])([F:33])[CH2:31][N:27]1[C:25](=[O:26])[CH2:24][NH:1][C:2]12[CH2:11][CH:6]3[CH2:7][CH:8]([CH2:10][C:4]([NH:12][C:13](=[O:22])[C:14]4[CH:19]=[CH:18][C:17]([O:20][CH3:21])=[CH:16][CH:15]=4)([CH2:5]3)[CH2:3]1)[CH2:9]2)#[N:35] |f:4.5.6.7|. Reported procedure: 132 mg (0.45 mmole) of N-(3-Amino-1-adamantyl)-4-methoxybenzamide are reacted with 87 mg (0.42 mmole) of (2S)-1-(chloroacetyl)-4,4-difluoro-pyrrolidine-2-carbonitrile in the presence 340 mg (1.32 mmole) PS-DIEA in 25 ml acetonitrile, as described in Example 2/b.). After work-up and chromatographic purification (chloroform-methanol-25% aqueous ammonia solution 9:1:0.1) and acidification ethereal hydrochloride acide the title compound is obtained: 90 mg (46%). M.p.: 160-161° C. 1H-NMR (DMSO-d6): 1... Starting materials: FC1=CC=C(C=C1)C=1OC2=C(C1C(NC)=O)C=C(C=C2)C=2C=C(C(=O)O)C=CC2C (3-(2-(4-fluorophenyl)-3-(methylcarbamoyl)benzofuran-5-yl)-4-methylbenzoic acid), CC=1N=COC1C1(CC1)N (1-(4-methyloxazol-5-yl)cyclopropanamine), CCN=C=NCCCN(C)C.Cl (EDCI.HCl), C=1C=CC2=C(C1)N=NN2O (HOBT), TEA. Run in ClCCl (dichloromethane), O (water). Conditions: time 18 hour. Product: FC1=CC=C(C=C1)C=1OC2=C(C1C(=O)NC)C=C(C=C2)C2=C(C=CC(=C2)C(NC2(CC2)C2=C(N=CO2)C)=O)C (2-(4-Fluorophenyl)-N-methyl-5-(2-methyl-5-(1-(4-methyloxazol-5-yl)cyclopropylcarbamoyl)phenyl)benzofuran-3-carboxamide). As a reaction SMILES: [F:1][C:2]1[CH:7]=[CH:6][C:5]([C:8]2[O:9][C:10]3[CH:20]=[CH:19][C:18]([C:21]4[CH:22]=[C:23]([CH:27]=[CH:28][C:29]=4[CH3:30])[C:24](O)=[O:25])=[CH:17][C:11]=3[C:12]=2[C:13](=[O:16])[NH:14][CH3:15])=[CH:4][CH:3]=1.[CH3:31][C:32]1[N:33]=[CH:34][O:35][C:36]=1[C:37]1([NH2:40])[CH2:39][CH2:38]1.CCN=C=NCCCN(C)C.Cl.C1C=CC2N(O)N=NC=2C=1>ClCCl.O>[F:1][C:2]1[CH:3]=[CH:4][C:5]([C:8]2[O:9][C:10]3[CH:20]=[CH:19][C:18]([C:21]4[CH:22]=[C:23]([C:24](=[O:25])[NH:40][C:37]5([C:36]6[O:35][CH:34]=[N:33][C:32]=6[CH3:31])[CH2:39][CH2:38]5)[CH:27]=[CH:28][C:29]=4[CH3:30])=[CH:17][C:11]=3[C:12]=2[C:13]([NH:14][CH3:15])=[O:16])=[CH:6][CH:7]=1 |f:2.3|. Procedure details: 3-(2-(4-fluorophenyl)-3-(methylcarbamoyl)benzofuran-5-yl)-4-methylbenzoic acid (0.2 g, 0.5 mmol, 1 eq), 1-(4-methyloxazol-5-yl)cyclopropanamine (0.103 g, 0.74 mmol, 1.2 eq), EDCI.HCl (0.105 g, 0.54 mmol, 1.1 eq), HOBT (0.067 g, 0.5 mmol, 1.0 eq) and TEA (0.21 ml, 1.5 mmol, 3 eq) were dissolved in dichloromethane and the above mixture was stirred at room temperature for 18 h. The mixture was then added with water. The organic layer was separated, washed with water and concentrated to give the cru... Reactants: O=C1CCC(=O)N1Br, ClC(Cl)Cl, O, C=CCC(CO)c1ccccc1. Yields the product BrCC1CC(c2ccccc2)CO1. Reaction SMILES: [Br:1][N:2]1[C:3](=[O:4])[CH2:5][CH2:6][C:7]1=[O:8].[CH:22]([Cl:23])([Cl:24])[Cl:25].[OH2:21].[c:9]1([CH:15]([CH2:16][OH:17])[CH2:18][CH:19]=[CH2:20])[cH:10][cH:11][cH:12][cH:13][cH:14]1>>[Br:1][CH2:20][CH:19]1[O:17][CH2:16][CH:15]([c:9]2[cH:10][cH:11][cH:12][cH:13][cH:14]2)[CH2:18]1. The reactants are BrC=1C=C(C(=NC1)NC=1SC=C(N1)C)SC1=C(C=CC=C1)Cl (N-(5-bromo-3-(2-chlorophenylthio)pyridin-2-yl)-4-methylthiazol-2-amine), C1(=CC=CC=C1)S (benzenethiol). The product is Cl.ClC1=C(C=CC=C1)SC=1C(=NC=C(C1)SC1=CC=CC=C1)NC=1SC=C(N1)C (N-(3-(2-chlorophenylthio)-5-(phenylthio)pyridin-2-yl)-4-methylthiazol-2-amine hydrochloride). As a reaction SMILES: Br[C:2]1[CH:3]=[C:4]([S:15][C:16]2[CH:21]=[CH:20][CH:19]=[CH:18][C:17]=2[Cl:22])[C:5]([NH:8][C:9]2[S:10][CH:11]=[C:12]([CH3:14])[N:13]=2)=[N:6][CH:7]=1.[C:23]1([SH:29])[CH:28]=[CH:27][CH:26]=[CH:25][CH:24]=1>>[ClH:22].[Cl:22][C:17]1[CH:18]=[CH:19][CH:20]=[CH:21][C:16]=1[S:15][C:4]1[C:5]([NH:8][C:9]2[S:10][CH:11]=[C:12]([CH3:14])[N:13]=2)=[N:6][CH:7]=[C:2]([S:29][C:23]2[CH:28]=[CH:27][CH:26]=[CH:25][CH:24]=2)[CH:3]=1 |f:2.3|. Reported procedure: Prepared according to the method of Example 13 from N-(5-bromo-3-(2-chlorophenylthio)pyridin-2-yl)-4-methylthiazol-2-amine (prepared according to Example 47) and benzenethiol. 1H NMR (d6-DMSO) δ 8.36 (bs, 1H), 7.57 (dd, 1H), 7.40-7.15 (m, 100H), 6.54 (s, 1H), 2.20 (s, 3H); Mass spectrum (esi) m/z=442.2 (M+H—HCl). RXN SMILES: [Br:18][c:19]1[n:20][cH:21][c:22]([F:25])[cH:23][cH:24]1.[C:26](=[O:27])([O-:28])[O-:29].[CH3:32][N:33]([CH2:34][C:35](=[O:36])[OH:37])[CH3:38].[CH3:39][S:40]([CH3:41])=[O:42].[Cs+:30].[Cs+:31].[Cu:43][I:44].[OH:1][c:2]1[cH:3][c:4]2[c:8]([cH:9][cH:10]1)[CH2:7][CH:6]([NH:11][S:12](=[O:13])(=[O:14])[CH:15]([CH3:16])[CH3:17])[CH2:5]2>>[O:1]([c:2]1[cH:3][c:4]2[c:8]([cH:9][cH:10]1)[CH2:7][CH:6]([NH:11][S:12](=[O:13])(=[O:14])[CH:15]([CH3:16])[CH3:17])[CH2:5]2)[c:19]1[n:20][cH:21][c:22]([F:25])[cH:23][cH:24]1. The reactants are Fc1ccc(Br)nc1, O=C([O-])[O-], CN(C)CC(=O)O, CS(C)=O, [Cs+], [Cs+], [Cu]I, CC(C)S(=O)(=O)NC1Cc2ccc(O)cc2C1. Product: CC(C)S(=O)(=O)NC1Cc2ccc(Oc3ccc(F)cn3)cc2C1.